From a dataset of the Open Reaction Database (ORD), a public repository of structured organic reaction records. describe an organic reaction: reactants, conditions, products, and yield Starting materials: CC1=C(OC(S(=O)(N)=O)=C1)C(OC)=O, OB(O)C1=CC=C(OC)C=C1. Reagents/catalysts: [F-].[Cs+], CC(=O)[O-].CC(=O)[O-].[Cu+2]. Run in ClCCCl, ClCCCl. Conditions: temperature 60 celsius, time 18 hour. Product: CC1=C(C(OC)=O)OC(S(=O)(NC2=CC=C(OC)C=C2)=O)=C1, CC1=C(C(OC)=O)OC(S(=O)(N(C2=CC=C(OC)C=C2)C3=CC=C(C=C3)OC)=O)=C1. Yield: 24.8%. Reported procedure: Reactions were run in 8 x 30 mm glass vial inserts in 96 well-plate Para-dox Aluminum Reaction Blocks. The reaction components were dosed according to the design shown in Figure S2 and Figure S3. First, the catalysts (2 umol per vial) and solid bases (20 umol per vial) were added by dosing 50 uL each of a stock solution in 1,2-dichloroethane (40 mM for catalysts, 0.4 M for bases) via single-channel pipette. The 1,2-dichloroethane was then removed via centrifugal evaporation using a Genevac EZ-2 ... Reaction SMILES: [S:1]1[CH:5]=[CH:4][CH:3]=[C:2]1[N:6]1[CH:10]=[CH:9][CH:8]=[N:7]1.[Br:11][C:12]1[CH:13]=[CH:14][C:15]([Cl:20])=[C:16]([CH:19]=1)[CH:17]=O>>[Br:11][C:12]1[CH:13]=[CH:14][C:15]([Cl:20])=[C:16]([CH2:17][C:5]2[S:1][C:2]([N:6]3[CH:10]=[CH:9][CH:8]=[N:7]3)=[CH:3][CH:4]=2)[CH:19]=1. The product is BrC=1C=CC(=C(C1)CC=1SC(=CC1)N1N=CC=C1)Cl (5-Bromo-2-chloro-1-(5-(1-pyrazolyl)-2-thienylmethyl)benzene). Procedure: 1-(2-thienyl)pyrazole (see: Chemica Scripta (1979) 13, 157-161) and 5-bromo-2-chlorobenzaldehyde obtained in Reference Example 16-(1) were used and treated in a manner similar to Reference Example 7 to give the title compound as colorless solid. APCI-Mass m/z 353/355 (M+H). Reactants: S1C(=CC=C1)N1N=CC=C1 (1-(2-thienyl)pyrazole), BrC=1C=CC(=C(C=O)C1)Cl (5-bromo-2-chlorobenzaldehyde).